This data is from the Open Reaction Database (ORD), a public repository of structured organic reaction records. The task is: describe an organic reaction: reactants, conditions, products, and yield Starting materials: COC=1C=C2C=CC=NC2=C(C1)N (6-methoxy-8-aminoquinoline), C(C)(=O)OC(C)=O (acetic anhydride), COC=1C=C2C=CC=NC2=C(C1)NC(=O)C (6-methoxy-8-acetaminoquinoline). Solvent: N1=CC=CC=C1 (pyridine). The product is NC1=C2C=CC=NC2=C(C=C1OC)NC(=O)C (5-amino-6-methoxy-8-acetaminoquinoline). As a reaction SMILES: COC1C=C2C(=C(N)C=1)[N:9]=CC=C2.C(OC(=O)C)(=O)C.[CH3:21][O:22][C:23]1[CH:24]=[C:25]2[C:30](=[C:31]([NH:33][C:34]([CH3:36])=[O:35])[CH:32]=1)[N:29]=[CH:28][CH:27]=[CH:26]2>N1C=CC=CC=1>[NH2:9][C:24]1[C:23]([O:22][CH3:21])=[CH:32][C:31]([NH:33][C:34]([CH3:36])=[O:35])=[C:30]2[C:25]=1[CH:26]=[CH:27][CH:28]=[N:29]2. Procedure: Commercially available 6-methoxy-8-aminoquinoline (Chemical Procurement Laboratories) was acetylated with acetic anhydride and pyridine. The resultant 6-methoxy-8-acetaminoquinoline was nitrated and reduced using the procedure described in Example 33 to give 5-amino-6-methoxy-8-acetaminoquinoline. This product was coupled with 2-(hexylthio)decanoic acid according to Example 25 and hydrolyzed with aqueous hydrochloric acid and isopropanol to give the title compound. Mass spectrum m/e: 459.3 (M+).